Dataset: the Open Reaction Database (ORD), a public repository of structured organic reaction records. Task: describe an organic reaction: reactants, conditions, products, and yield The reactants are COc1ccc2c(c1)OC(CN)CO2, CCN(C(C)C)C(C)C, O=c1ccc2ccc(OCCCCl)cc2o1, [I-], [Na+], CN(C)C=O. The product is COc1ccc2c(c1)OC(CNCCCOc1ccc3ccc(=O)oc3c1)CO2. RXN SMILES: [CH3:1][O:2][c:3]1[cH:4][cH:5][c:6]2[c:7]([cH:14]1)[O:8][CH:9]([CH2:12][NH2:13])[CH2:10][O:11]2.[CH:31]([N:32]([CH:33]([CH3:34])[CH3:35])[CH2:36][CH3:37])([CH3:38])[CH3:39].[Cl:15][CH2:16][CH2:17][CH2:18][O:19][c:20]1[cH:21][cH:22][c:23]2[cH:24][cH:25][c:26](=[O:30])[o:27][c:28]2[cH:29]1.[I-:41].[Na+:40].[O:42]=[CH:43][N:44]([CH3:45])[CH3:46]>>[CH3:1][O:2][c:3]1[cH:4][cH:5][c:6]2[c:7]([cH:14]1)[O:8][CH:9]([CH2:12][NH:13][CH2:16][CH2:17][CH2:18][O:19][c:20]1[cH:21][cH:22][c:23]3[cH:24][cH:25][c:26](=[O:30])[o:27][c:28]3[cH:29]1)[CH2:10][O:11]2. The reactants are ClCCl, O=C(Cl)C(=O)Cl, Cl, O=S(=O)(O)c1cn(CC2=NCCN2)c2ccccc12. Yields the product Cl, O=S(=O)(Cl)c1cn(CC2=NCCN2)c2ccccc12. Reaction SMILES: [CH2:27]([Cl:28])[Cl:29].[Cl:21][C:22]([C:23]([Cl:24])=[O:25])=[O:26].[ClH:1].[NH:2]1[C:3]([CH2:7][n:8]2[cH:9][c:10]([S:17](=[O:18])(=[O:19])[OH:20])[c:11]3[cH:12][cH:13][cH:14][cH:15][c:16]23)=[N:4][CH2:5][CH2:6]1>>[ClH:1].[NH:2]1[C:3]([CH2:7][n:8]2[cH:9][c:10]([S:17](=[O:18])(=[O:20])[Cl:21])[c:11]3[cH:12][cH:13][cH:14][cH:15][c:16]23)=[N:4][CH2:5][CH2:6]1. The reactants are N(C1=CC=CC=C1)C=1N(C2=NC(=CC(=C2C(C1)=O)C)OCC)C1=CC=CC=C1 (2-anilino-7-ethoxy-5-methyl-1-phenyl-1,8-naphthyridin-4(1H)-one), CC1(NC(CCC1)(C)C)C (2,2,6,6-tetramethylpiperidine), [NH4+].[Cl-] (NH4Cl), [Li]CCCC (n-BuLi), CN(C)CCN(C)C (TMEDA). Solvent: C1CCOC1 (THF), C1CCOC1 (THF), CCOC(=O)C (EtOAc). Reaction conditions: temperature -60 celsius, time 1 hour. The product is C(C)OC1=CC(=C2C(C(=C(N(C2=N1)C1=CC=CC=C1)N(C1=CC=CC=C1)C)C)=O)CC (7-ethoxy-5-ethyl-3-methyl-2-[methyl(phenyl)amino]-1-phenyl-1,8-naphthyridin-4(1H)-one). RXN SMILES: [CH3:1][C:2]1(C)[CH2:7][CH2:6]CC(C)(C)N1.[Li][CH2:12]CCC.CN([CH2:19][CH2:20][N:21]([CH3:23])[CH3:22])C.N([C:31]1[N:32]([C:46]2[CH:51]=[CH:50][CH:49]=[CH:48][CH:47]=2)[C:33]2[C:38]([C:39](=[O:41])[CH:40]=1)=[C:37]([CH3:42])[CH:36]=[C:35]([O:43][CH2:44][CH3:45])[N:34]=2)C1C=CC=CC=1.[NH4+].[Cl-]>C1COCC1.CCOC(C)=O>[CH2:44]([O:43][C:35]1[N:34]=[C:33]2[C:38]([C:39](=[O:41])[C:40]([CH3:31])=[C:23]([N:21]([CH3:22])[C:20]3[CH:19]=[CH:6][CH:7]=[CH:2][CH:1]=3)[N:32]2[C:46]2[CH:47]=[CH:48][CH:49]=[CH:50][CH:51]=2)=[C:37]([CH2:42][CH3:12])[CH:36]=1)[CH3:45] |f:4.5|. Procedure details: To a suspension of 2,2,6,6-tetramethylpiperidine (153 mg, 0.18 mL, 1.08 mmol) in THF (10 mL) at 0° C., was added n-BuLi via syringe (1.6 M, 0.68 mL, 1.08 mmol) and TMEDA. The reaction mixture was stirred for 1 h under argon. The reaction mixture was cooled to −60° C. using an acetone/dry ice bath and 2-anilino-7-ethoxy-5-methyl-1-phenyl-1,8-naphthyridin-4(1H)-one (100 mg, 0.269 mmol) was added via syringe as a solution in THF (5 mL). The mixture was stirred for 1 h. Mel was added via syringe and...